This data is from the Open Reaction Database (ORD), a public repository of structured organic reaction records. The task is: describe an organic reaction: reactants, conditions, products, and yield Starting materials: CO, O=Cc1ccccc1, Cl, NO, [Na+], [Na+], O=C([O-])[O-]. Product: ON=Cc1ccccc1. As a reaction SMILES: [CH3:18][OH:19].[CH:1](=[O:2])[c:3]1[cH:4][cH:5][cH:6][cH:7][cH:8]1.[ClH:9].[NH2:10][OH:11].[Na+:12].[Na+:13].[O-:14][C:15](=[O:16])[O-:17]>>[CH:1]([c:3]1[cH:4][cH:5][cH:6][cH:7][cH:8]1)=[N:10][OH:11].